Task: describe an organic reaction: reactants, conditions, products, and yield. Dataset: the Open Reaction Database (ORD), a public repository of structured organic reaction records The reactants are SCC(CO)O (3-mercapto-1,2-propanediol), CC(C=C)(C)C (3,3-dimethyl-1-butene), N(=NC(C#N)(C)C)C(C#N)(C)C (2,2'-azobis(2-methylpropionitrile)). The solvent is CCCCCC (hexane). Conditions: time 20 hour. Yields the product CC(CCSCC(CO)O)(C)C (3-(3,3-dimethylbutylthio)-1,2propanediol). RXN SMILES: [SH:1][CH2:2][CH:3]([OH:6])[CH2:4][OH:5].[CH3:7][C:8]([CH3:12])([CH3:11])[CH:9]=[CH2:10].N(C(C)(C)C#N)=NC(C)(C)C#N>CCCCCC>[CH3:7][C:8]([CH3:12])([CH3:11])[CH2:9][CH2:10][S:1][CH2:2][CH:3]([OH:6])[CH2:4][OH:5]. Procedure details: A mixture of 3-mercapto-1,2-propanediol (10.8 g), 3,3-dimethyl-1-butene (9.6 g) and 2,2'-azobis(2-methylpropionitrile) (0.5 g) is heated under reflux with vigorous stirring for 20 hours, then is diluted with hexane, extracted with water and stripped to give 3-(3,3-dimethylbutylthio)-1,2propanediol. The reactants are O=C([O-])[O-], C1CCNCC1, CN1CCCC1=O, CCOC(C)=O, Oc1ccc(C2=C(C(F)(F)F)c3ccc(O)cc3OC2c2ccc(OCCCCl)cc2)cc1, [I-], [K+], [K+], [K+]. Product: Oc1ccc(C2=C(C(F)(F)F)c3ccc(O)cc3OC2c2ccc(OCCCN3CCCCC3)cc2)cc1. Reaction SMILES: [C:34](=[O:35])([O-:36])[O-:37].[CH2:42]1[CH2:43][CH2:44][NH:45][CH2:46][CH2:47]1.[CH3:48][N:49]1[CH2:50][CH2:51][CH2:52][C:53]1=[O:54].[CH3:55][CH2:56][O:57][C:58](=[O:59])[CH3:60].[Cl:1][CH2:2][CH2:3][CH2:4][O:5][c:6]1[cH:7][cH:8][c:9]([CH:12]2[O:13][c:14]3[c:15]([cH:29][cH:30][c:31]([OH:33])[cH:32]3)[C:16]([C:25]([F:26])([F:27])[F:28])=[C:17]2[c:18]2[cH:19][cH:20][c:21]([OH:24])[cH:22][cH:23]2)[cH:10][cH:11]1.[I-:41].[K+:38].[K+:39].[K+:40]>>[CH2:2]([CH2:3][CH2:4][O:5][c:6]1[cH:7][cH:8][c:9]([CH:12]2[O:13][c:14]3[c:15]([cH:29][cH:30][c:31]([OH:33])[cH:32]3)[C:16]([C:25]([F:26])([F:27])[F:28])=[C:17]2[c:18]2[cH:19][cH:20][c:21]([OH:24])[cH:22][cH:23]2)[cH:10][cH:11]1)[N:45]1[CH2:44][CH2:43][CH2:42][CH2:47][CH2:46]1. Starting materials: O1CC(C1)=O (oxetan-3-one), [BH3-]C#N.[Na+] (NaBH3CN), C(N)(=O)C[C@@H]1C=2C=3C(=NC=NC3SC2CC1)OC1CCC(CC1)NC(OC(C)(C)C)=O (tert-butyl N-(4-[[(3R)-3-(carbamoylmethyl)-7-thia-9,11-diazatricyclo[6.4.0.0[2,6]]dodeca-1(8),2(6),9,11-tetraen-12-yl]oxy]cyclohexyl)carbamate), Cl (hydrochloric acid), C([O-])(O)=O.[Na+] (sodium bicarbonate). Solvent: C(Cl)Cl (DCM). Conditions: time 2 hour. The product is O1CC(C1)NC1CCC(CC1)OC1=NC=NC=2SC=3CC[C@@H](C3C12)CC(=O)N (2-[(3R)-12-([4-[(oxetan-3-yl)amino]cyclohexyl]oxy)-7-thia-9,11-diazatricyclo[6.4.0.0[2,6]]dodeca-1(8),2(6),9,11-tetraen-3-yl]acetamide). Yield: 24.8%. As a reaction SMILES: [C:1]([CH2:4][C@H:5]1[CH2:16][CH2:15][C:14]2[S:13][C:12]3[N:11]=[CH:10][N:9]=[C:8]([O:17][CH:18]4[CH2:23][CH2:22][CH:21]([NH:24]C(=O)OC(C)(C)C)[CH2:20][CH2:19]4)[C:7]=3[C:6]1=2)(=[O:3])[NH2:2].Cl.C(=O)(O)[O-].[Na+].[O:38]1[CH2:41][C:40](=O)[CH2:39]1.[BH3-]C#N.[Na+]>C(Cl)Cl>[O:38]1[CH2:41][CH:40]([NH:24][CH:21]2[CH2:20][CH2:19][CH:18]([O:17][C:8]3[C:7]4[C:6]5[C@@H:5]([CH2:4][C:1]([NH2:2])=[O:3])[CH2:16][CH2:15][C:14]=5[S:13][C:12]=4[N:11]=[CH:10][N:9]=3)[CH2:23][CH2:22]2)[CH2:39]1 |f:2.3,5.6|. Procedure details: A solution of tert-butyl N-(4-[[(3R)-3-(carbamoylmethyl)-7-thia-9,11-diazatricyclo[6.4.0.0[2,6]]dodeca-1(8),2(6),9,11-tetraen-12-yl]oxy]cyclohexyl)carbamate (400 mg, 0.90 mmol, 1.00 equiv) in DCM (10 mL) was added concentrated hydrochloric acid (0.5 mL) at 0° C. The resulting solution was stirred for 2 h at room temperature. The pH value of the solution was adjusted to 10 with saturated aqueous sodium bicarbonate, extracted with dichloromethane (50 mL), dried over anhydrous sodium sulfate and co...